This data is from the Open Reaction Database (ORD), a public repository of structured organic reaction records. The task is: describe an organic reaction: reactants, conditions, products, and yield Reactants: OC1(CC(C1)C(=O)O)C1=CC=C(C=C1)C1=NOC(C1)(C(F)(F)F)C1=CC(=C(C(=C1)Cl)Cl)Cl (3-hydroxy-3-{4-[5-(3,4,5-trichloro-phenyl)-5-trifluoromethyl-4,5-dihydro-isoxazol-3-yl]-phenyl}-cyclobutanecarboxylic acid), CCN(C(C)C)C(C)C (DIPEA), C=1C=CC2=C(C1)N=NN2O (HOBt), CCN=C=NCCCN(C)C.Cl (EDCl), Cl (HCl), C1(CC1)N (cyclopropyl amine). Solvent: CN(C)C=O (DMF). Run at time 16 hour. Product: C1(CC1)NC(=O)C1CC(C1)(C1=CC=C(C=C1)C1=NOC(C1)(C(F)(F)F)C1=CC(=C(C(=C1)Cl)Cl)Cl)O (3-hydroxy-3-{4-[5-(3,4,5-trichloro-phenyl)-5-trifluoromethyl-4,5-dihydro-isoxazol-3-yl]-phenyl}-cyclobutanecarboxylic acid cyclopropylamide). As a reaction SMILES: [OH:1][C:2]1([C:9]2[CH:14]=[CH:13][C:12]([C:15]3[CH2:19][C:18]([C:24]4[CH:29]=[C:28]([Cl:30])[C:27]([Cl:31])=[C:26]([Cl:32])[CH:25]=4)([C:20]([F:23])([F:22])[F:21])[O:17][N:16]=3)=[CH:11][CH:10]=2)[CH2:5][CH:4]([C:6](O)=[O:7])[CH2:3]1.CC[N:35]([CH:39]([CH3:41])[CH3:40])C(C)C.C1C=CC2N(O)N=NC=2C=1.CCN=C=NCCCN(C)C.Cl.Cl.C1(N)CC1>CN(C=O)C>[CH:39]1([NH:35][C:6]([CH:4]2[CH2:3][C:2]([OH:1])([C:9]3[CH:14]=[CH:13][C:12]([C:15]4[CH2:19][C:18]([C:24]5[CH:25]=[C:26]([Cl:32])[C:27]([Cl:31])=[C:28]([Cl:30])[CH:29]=5)([C:20]([F:23])([F:21])[F:22])[O:17][N:16]=4)=[CH:11][CH:10]=3)[CH2:5]2)=[O:7])[CH2:41][CH2:40]1 |f:3.4|. Procedure: To a stirred solution of 3-hydroxy-3-{4-[5-(3,4,5-trichloro-phenyl)-5-trifluoromethyl-4,5-dihydro-isoxazol-3-yl]-phenyl}-cyclobutanecarboxylic acid (Preparation 4, 0.1 g, 0.196 mmol) in DMF (3 mL) was added DIPEA (0.051 g, 0.393 mmol), HOBt (0.027 g, 0.196 mmol), EDCl.HCl (0.057 g, 0.294 mmol) and cyclopropyl amine (0.011 g, 0.196 mmol) at 0° C. Resulting reaction mixture was stirred at room temperature for 16 hours under nitrogen atmosphere. After complete consumption of starting material, reac... Starting materials: ClC=1C=C(C=CC1)C1=C(C=CC(=N1)C(=O)O)C (6-(3-chloro-phenyl)-5-methyl-pyridine-2-carboxylic acid), CC(N)(C1=NOC(=N1)C)C (α,α,5-trimethyl-1,2,4-oxadiazole-3-methanamine), ( D ). Yields the product CC(C)(C1=NOC(=N1)C)NC(=O)C1=NC(=C(C=C1)C)C1=CC(=CC=C1)Cl (6-(3-Chloro-phenyl)-5-methyl-pyridine-2-carboxylic acid [1-methyl-1-(5-methyl-[1,2,4]oxadiazol-3-yl)-ethyl]-amide). Reaction SMILES: [Cl:1][C:2]1[CH:3]=[C:4]([C:8]2[N:13]=[C:12]([C:14]([OH:16])=O)[CH:11]=[CH:10][C:9]=2[CH3:17])[CH:5]=[CH:6][CH:7]=1.[CH3:18][C:19]([CH3:27])([C:21]1[N:25]=[C:24]([CH3:26])[O:23][N:22]=1)[NH2:20]>>[CH3:18][C:19]([NH:20][C:14]([C:12]1[CH:11]=[CH:10][C:9]([CH3:17])=[C:8]([C:4]2[CH:5]=[CH:6][CH:7]=[C:2]([Cl:1])[CH:3]=2)[N:13]=1)=[O:16])([C:21]1[N:25]=[C:24]([CH3:26])[O:23][N:22]=1)[CH3:27]. Procedure details: The title compound was synthesized in analogy to Example 1, using 6-(3-chloro-phenyl)-5-methyl-pyridine-2-carboxylic acid (Example 49 e) and α,α,5-trimethyl-1,2,4-oxadiazole-3-methanamine (CAN 1153831-97-0) as starting materials, MS (D): 371.1 [M+H]+. Reactants: Cl (hydrochloric acid), C(C)NC(NC=1C=C(CC2=C(N=C3N2C=CC(=C3)C)C)C=CC1O)=O (3-[3-(3-ethylureido)-4-hydroxybenzyl]-2,7-dimethylimidazo[1,2-a]pyridine), polyphosphate ester, resultant solution, C([O-])([O-])=O.[K+].[K+] (potassium carbonate). Solvent: C(C)(=O)OCC (ethyl acetate), O (water). Reaction conditions: time 1 hour. Yields the product CC=1N=C2N(C=CC(=C2)C)C1CC=1C=CC2=C(N=C(O2)NCC)C1 (5-(2,7-dimethylimidazo[1,2-a]pyridin-3-ylmethyl)-2-ethylaminobenzoxazole). Isolated yield 25.7%. Reaction SMILES: [CH2:1]([NH:3][C:4](=[O:25])[NH:5][C:6]1[CH:7]=[C:8]([CH:21]=[CH:22][C:23]=1O)[CH2:9][C:10]1[N:14]2[CH:15]=[CH:16][C:17]([CH3:19])=[CH:18][C:13]2=[N:12][C:11]=1[CH3:20])[CH3:2].Cl.C(=O)([O-])[O-].[K+].[K+]>C(OCC)(=O)C.O>[CH3:20][C:11]1[N:12]=[C:13]2[CH:18]=[C:17]([CH3:19])[CH:16]=[CH:15][N:14]2[C:10]=1[CH2:9][C:8]1[CH:21]=[CH:22][C:23]2[O:25][C:4]([NH:3][CH2:1][CH3:2])=[N:5][C:6]=2[CH:7]=1 |f:2.3.4|. Procedure: A mixture of 3-[3-(3-ethylureido)-4-hydroxybenzyl]-2,7-dimethylimidazo[1,2-a]pyridine (3.7 g) and polyphosphate ester (37 g) was stirred at 110° to 120° C. for one hour. The reaction mixture was dissolved in a mixture of ethyl acetate and water and the resultant solution was acidified to pH 1.0 with 10% hydrochloric acid. The separated aqueous layer was adjusted to pH 8.0 with aqueous 20% potassium carbonate and extracted with ethyl acetate. The extract was washed with brine and dried over magne... Yields the product C(C1=CC=CC=C1)OCC1(CC(C1)=O)CCCCCCCCCCCCCCCCCC (3-benzyloxymethyl-3-octadecyl cyclobutanone). Procedure: A stirred mixture containing 7.18 g (18 mmol) of the compound prepared in (a) above, 75 ml of anhydrous diethyl ether and 1.4 g of zinc-copper couple was blanketed with nitrogen and treated dropwise at room temperature with a solution containing 3.63 g (20 mmol) of trichloroacetyl chloride and 3.06 g (20 mmol) of phosphorus oxychloride. After stirring the mixture at room temperature for 48 hours, the salts were filtered off and the filtrate concentrated in vacuo. The residue was then chromatogra... Reagents/catalysts: [Cu].[Zn] (zinc-copper couple). As a reaction SMILES: [CH2:1]([O:8][CH2:9][C:10]([CH2:12][CH2:13][CH2:14][CH2:15][CH2:16][CH2:17][CH2:18][CH2:19][CH2:20][CH2:21][CH2:22][CH2:23][CH2:24][CH2:25][CH2:26][CH2:27][CH2:28][CH3:29])=[CH2:11])[C:2]1[CH:7]=[CH:6][CH:5]=[CH:4][CH:3]=1.Cl[C:31](Cl)(Cl)[C:32](Cl)=[O:33].P(Cl)(Cl)(Cl)=O>[Cu].[Zn].C(OCC)C>[CH2:1]([O:8][CH2:9][C:10]1([CH2:12][CH2:13][CH2:14][CH2:15][CH2:16][CH2:17][CH2:18][CH2:19][CH2:20][CH2:21][CH2:22][CH2:23][CH2:24][CH2:25][CH2:26][CH2:27][CH2:28][CH3:29])[CH2:31][C:32](=[O:33])[CH2:11]1)[C:2]1[CH:7]=[CH:6][CH:5]=[CH:4][CH:3]=1 |f:3.4|. Conditions: time 48 hour. The reactants are C(C1=CC=CC=C1)OCC(=C)CCCCCCCCCCCCCCCCCC (2-benzyloxymethyl-1-eicosene), compound, ClC(C(=O)Cl)(Cl)Cl (trichloroacetyl chloride), P(=O)(Cl)(Cl)Cl (phosphorus oxychloride). Solvent: C(C)OCC (diethyl ether). The solvent is CN(C)C=O (DMF). Yields the product FC=1C=C(COC2=CC=C(C=C2)C2=NOC(=C2)CN2C=NC=C2)C=CC1 (3-[4-(3-fluoro-benzyloxy)-phenyl]-5-imidazol-1-ylmethyl-isoxazole). Reaction conditions: time 4 hour. The reactants are N1(C=NC=C1)CC1=CC(=NO1)C1=CC=C(C=C1)O (4-(5-imidazol-1-ylmethyl-isoxazol-3-yl)-phenol), C([O-])([O-])=O.[K+].[K+] (potassium carbonate), FC=1C=C(CBr)C=CC1 (3-fluorobenzyl bromide). Reaction SMILES: [N:1]1([CH2:6][C:7]2[O:11][N:10]=[C:9]([C:12]3[CH:17]=[CH:16][C:15]([OH:18])=[CH:14][CH:13]=3)[CH:8]=2)[CH:5]=[CH:4][N:3]=[CH:2]1.C(=O)([O-])[O-].[K+].[K+].[F:25][C:26]1[CH:27]=[C:28]([CH:31]=[CH:32][CH:33]=1)[CH2:29]Br>CN(C=O)C>[F:25][C:26]1[CH:27]=[C:28]([CH:31]=[CH:32][CH:33]=1)[CH2:29][O:18][C:15]1[CH:16]=[CH:17][C:12]([C:9]2[CH:8]=[C:7]([CH2:6][N:1]3[CH:5]=[CH:4][N:3]=[CH:2]3)[O:11][N:10]=2)=[CH:13][CH:14]=1 |f:1.2.3|. Procedure details: 4-(5-imidazol-1-ylmethyl-isoxazol-3-yl)-phenol (150 mg, 0.62 mmol) and potassium carbonate (172 mg, 1.25 mmol) were placed in 10 ml of DMF, to which solution was added dropwise 3-fluorobenzyl bromide (89 μl, 0.75 mmol), and the mixture was stirred at room temperature for 4 hours. The completion of the reaction was confirmed by LC, and then DMF was distilled off under reduced pressure. A crude solid compound was extracted with ethyl acetate and water, and the organic solvent was distilled off und... The product is NC=1SC(=CC1C(=O)N)C1=C(C=CC=C1)F (2-Amino-5-(2-fluorophenyl)thiophene-3-carboxamide). Reactants: C(C1=CC=CC=C1)OC(NC=1SC(=CC1C(=O)N)I)=O (benzyl[3-(aminocarbonyl)-5-iodo-2-thienyl]carbamate), C(C1=CC=CC=C1)OC(NC=1SC(=CC1C(=O)N)C1=C(C=CC=C1)F)=O (benzyl[3-(aminocarbonyl)-5-(2-fluorophenyl)-2-thienyl]carbamate). Reaction SMILES: C(OC(=O)NC1SC(I)=CC=1C(N)=O)C1C=CC=CC=1.C(OC(=O)[NH:30][C:31]1[S:32][C:33]([C:39]2[CH:44]=[CH:43][CH:42]=[CH:41][C:40]=2[F:45])=[CH:34][C:35]=1[C:36]([NH2:38])=[O:37])C1C=CC=CC=1>>[NH2:30][C:31]1[S:32][C:33]([C:39]2[CH:44]=[CH:43][CH:42]=[CH:41][C:40]=2[F:45])=[CH:34][C:35]=1[C:36]([NH2:38])=[O:37]. Reported procedure: The title compound was prepared as described in Intermediate 1 Step 4 using benzyl[3-(aminocarbonyl)-5-(2-fluorophenyl)-2-thienyl]carbamate (1.39 g, 3.74 mmol) as the starting material. The reactants are CC(C)([O-])C.[Na+] (sodium tert-butoxide), ClC1=CC(=CC(=C1)F)F (1-chloro-3,5-difluorobenzene), C(C1=CC=CC=C1)(C1=CC=CC=C1)=N (benzophenone imine), C(C1=CC=CC=C1)(C1=CC=CC=C1)=N (benzophenone imine). The reagents and catalysts are C=1C=CC(=CC1)/C=C/C(=O)/C=C/C2=CC=CC=C2.C=1C=CC(=CC1)/C=C/C(=O)/C=C/C2=CC=CC=C2.C=1C=CC(=CC1)/C=C/C(=O)/C=C/C2=CC=CC=C2.[Pd].[Pd] (tris(dibenzylideneacetone)dipalladium), C1(=CC=CC=C1)P([C-]1C=CC=C1)C1=CC=CC=C1.[C-]1(C=CC=C1)P(C1=CC=CC=C1)C1=CC=CC=C1.[Fe+2] (1,1′-bis(diphenylphosphino)ferrocene). The solvent is xylenes. Yields the product FC=1C=C(N)C=C(C1)F (3,5-Difluoroaniline). Isolated yield 89.0%. Reaction SMILES: CC(C)([O-])C.[Na+].Cl[C:8]1[CH:13]=[C:12]([F:14])[CH:11]=[C:10]([F:15])[CH:9]=1.C(=[NH:29])(C1C=CC=CC=1)C1C=CC=CC=1>C1C=CC(/C=C/C(/C=C/C2C=CC=CC=2)=O)=CC=1.C1C=CC(/C=C/C(/C=C/C2C=CC=CC=2)=O)=CC=1.C1C=CC(/C=C/C(/C=C/C2C=CC=CC=2)=O)=CC=1.[Pd].[Pd].C1(P(C2C=CC=CC=2)[C-]2C=CC=C2)C=CC=CC=1.[C-]1(P(C2C=CC=CC=2)C2C=CC=CC=2)C=CC=C1.[Fe+2]>[F:15][C:10]1[CH:9]=[C:8]([CH:13]=[C:12]([F:14])[CH:11]=1)[NH2:29] |f:0.1,4.5.6.7.8,9.10.11|. Procedure details: A 4-neck, 500 mL flask was equipped with a mechanical stirrer, a glass stopper, a rubber septum and a condenser with an inert gas inlet. To this flask was added, in order, tris(dibenzylideneacetone)dipalladium (0) (Pd2(dba)3) (25 mg, 0.01 mol %), 1,1′-bis(diphenylphosphino)ferrocene (dppf) (46 mg, 0.03 mol %), sodium tert-butoxide (37 g, 1.4 eq, xylenes (90 mL), 1-chloro-3,5-difluorobenzene (49.2 g, 0.33 mol) and benzophenone imine (50 g, 0.28 mol). The mixture was refluxed for 8 hours until GC ... Procedure details: A solution of ethanethiol (15 mL) and methylene chloride (15 mL) is cooled to 0° C. Aluminum trichlofide (9.62 g, 72.2 mmol) is added (the solution turns green), and the reaction is warmed to room temperature. Ethyl 2-[[4-methoxybenzenesulfonyl](isobutyl)-amino]acetate (4.75 g, 14.44 mmol) is added in methylene chloride (5 mL), and the reaction is stirred for 3.5 hours at room temperature. The reaction is then slowly quenched with water, and the crude reaction is partitioned between water and me... Run at time 3.5 hour. Solvent: C(Cl)Cl (methylene chloride), C(Cl)Cl (methylene chloride). RXN SMILES: C(S)C.[Al].C[O:6][C:7]1[CH:12]=[CH:11][C:10]([S:13]([N:16]([CH2:23][CH:24]([CH3:26])[CH3:25])[CH2:17][C:18]([O:20][CH2:21][CH3:22])=[O:19])(=[O:15])=[O:14])=[CH:9][CH:8]=1>C(Cl)Cl>[OH:6][C:7]1[CH:12]=[CH:11][C:10]([S:13]([N:16]([CH2:23][CH:24]([CH3:25])[CH3:26])[CH2:17][C:18]([O:20][CH2:21][CH3:22])=[O:19])(=[O:15])=[O:14])=[CH:9][CH:8]=1. Product: OC1=CC=C(C=C1)S(=O)(=O)N(CC(=O)OCC)CC(C)C (ethyl 2-[[4-hydroxybenzenesulfonyl](isobutyl)amino]acetate). Reactants: C(C)S (ethanethiol), COC1=CC=C(C=C1)S(=O)(=O)N(CC(=O)OCC)CC(C)C (Ethyl 2-[[4-methoxybenzenesulfonyl](isobutyl)-amino]acetate), [Al] (Aluminum).